From a dataset of the Open Reaction Database (ORD), a public repository of structured organic reaction records. describe an organic reaction: reactants, conditions, products, and yield Starting materials: [Al+3], CC(=O)Cl, [Cl-], [Cl-], [Cl-], O=C1Cc2ccccc2N1, CN(C)C=O. Yields the product CC(=O)c1ccc2c(c1)CC(=O)N2. Reaction SMILES: [Al+3:2].[CH3:15][C:16]([Cl:17])=[O:18].[Cl-:1].[Cl-:3].[Cl-:4].[NH:5]1[C:6](=[O:14])[CH2:7][c:8]2[cH:9][cH:10][cH:11][cH:12][c:13]21.[O:19]=[CH:20][N:21]([CH3:22])[CH3:23]>>[NH:5]1[C:6](=[O:14])[CH2:7][c:8]2[cH:9][c:10]([C:16]([CH3:15])=[O:18])[cH:11][cH:12][c:13]21. The reactants are Cl, CCOC(=O)CCc1ccc(OC)c(F)c1, [K+], [OH-]. The product is COc1ccc(CCC(=O)O)cc1F. Reaction SMILES: [ClH:19].[F:1][c:2]1[cH:3][c:4]([CH2:10][CH2:11][C:12](=[O:13])[O:14][CH2:15][CH3:16])[cH:5][cH:6][c:7]1[O:8][CH3:9].[K+:18].[OH-:17]>>[F:1][c:2]1[cH:3][c:4]([CH2:10][CH2:11][C:12](=[O:13])[OH:14])[cH:5][cH:6][c:7]1[O:8][CH3:9]. The reactants are O=CC(=O)O, [BH3-]C#N, COC(=O)C(CCSC)NC(=O)c1ccc(N)cc1-c1ccccc1, CC(=O)[O-], CO, CCOC(C)=O, CC(=O)O, [Na+], [Na+], O. Yields the product COC(=O)C(CCSC)NC(=O)c1ccc(NCC(=O)O)cc1-c1ccccc1. Reaction SMILES: [C:27]([CH:28]=[O:29])(=[O:30])[OH:31].[C:32]([BH3-:33])#[N:34].[CH3:1][O:2][C:3]([CH:4]([NH:5][C:6]([c:7]1[c:8](-[c:14]2[cH:15][cH:16][cH:17][cH:18][cH:19]2)[cH:9][c:10]([NH2:13])[cH:11][cH:12]1)=[O:20])[CH2:21][CH2:22][S:23][CH3:24])=[O:25].[CH3:37][C:38](=[O:39])[O-:40].[CH3:41][OH:42].[CH3:43][CH2:44][O:45][C:46](=[O:47])[CH3:48].[CH3:49][C:50](=[O:51])[OH:52].[Na+:35].[Na+:36].[OH2:26]>>[CH3:1][O:2][C:3]([CH:4]([NH:5][C:6]([c:7]1[c:8](-[c:14]2[cH:15][cH:16][cH:17][cH:18][cH:19]2)[cH:9][c:10]([NH:13][CH2:28][C:27](=[O:30])[OH:31])[cH:11][cH:12]1)=[O:20])[CH2:21][CH2:22][S:23][CH3:24])=[O:25].